Dataset: the Open Reaction Database (ORD), a public repository of structured organic reaction records. Task: describe an organic reaction: reactants, conditions, products, and yield Reactants: C[Sn](C)(C)C, CN(C)C=O, C[SH]1C(N)=NC(C(=O)O)=C1Br, O. Product: CC1=C(C(=O)O)N=C(N)[SH]1C. RXN SMILES: [CH3:17][Sn:18]([CH3:19])([CH3:20])[CH3:21].[CH3:1][N:2]([CH3:3])[CH:4]=[O:5].[CH3:6][SH:7]1[C:8]([NH2:16])=[N:9][C:10]([C:13](=[O:14])[OH:15])=[C:11]1[Br:12].[OH2:22]>>[CH3:1][C:11]1=[C:10]([C:13](=[O:14])[OH:15])[N:9]=[C:8]([NH2:16])[SH:7]1[CH3:6]. Starting materials: C1CCOC1, CCOC(C)=O, Cl, N#Cc1ccc(F)cc1. Yields the product CCOC(=O)CC(=O)c1ccc(F)cc1. As a reaction SMILES: [CH2:17]1[CH2:20][CH2:19][CH2:18][O:21]1.[CH3:11][CH2:12][O:13][C:14]([CH3:15])=[O:16].[ClH:10].[F:1][c:2]1[cH:3][cH:4][c:5]([C:6]#[N:7])[cH:8][cH:9]1>>[F:1][c:2]1[cH:3][cH:4][c:5]([C:6]([CH2:15][C:14]([O:13][CH2:12][CH3:11])=[O:16])=[O:21])[cH:8][cH:9]1. The reactants are N1=CC(=CC=C1)NC1=C(C=CC=C1)N (N-(3-pyridyl)-o-phenylenediamine), C(\C=C\C1=CC=CC=C1)(=O)Cl ((E)-cinnamoyl chloride), 1h. The solvent is C=1(C(=CC=CC1)C)C (xylene). Product: N1=CC(=CC=C1)N1C(=NC2=C1C=CC=C2)\C=C\C2=CC=CC=C2 ((E)-1-(3-Pyridyl)-2-styryl-1H-benzimidazole). Yield: 34.0%. Reaction SMILES: [N:1]1[CH:6]=[CH:5][CH:4]=[C:3]([NH:7][C:8]2[CH:13]=[CH:12][CH:11]=[CH:10][C:9]=2[NH2:14])[CH:2]=1.[C:15](Cl)(=O)/[CH:16]=[CH:17]/[C:18]1[CH:23]=[CH:22][CH:21]=[CH:20][CH:19]=1>C1(C)C(C)=CC=CC=1>[N:1]1[CH:6]=[CH:5][CH:4]=[C:3]([N:7]2[C:8]3[CH:13]=[CH:12][CH:11]=[CH:10][C:9]=3[N:14]=[C:15]2/[CH:16]=[CH:17]/[C:18]2[CH:23]=[CH:22][CH:21]=[CH:20][CH:19]=2)[CH:2]=1. Procedure details: To a stirred suspension of N-(3-pyridyl)-o-phenylenediamine (0.93 g, 5 mmol; Kirsch, P.; Schoenleben-Janas, A.; Schirmer, R. H. Liebigs Ann. Org. Bioorg. Chem., 1995, 7, 1275) in xylene (60 ml) was added (E)-cinnamoyl chloride (0.83 g, 5 mmol). After stirring at the room temperature for 1h, the resulting mixture was heated to reflux removing water using a Dean-Stark apparatus for 11 h. After cooling, the reaction mixture was concentrated to dryness. The residue was dissolved into ethyl acetate (... The reactants are [H-].[Na+] (sodium hydride), OCCCC1=C(C(=S)OC)C=CC=C1 (methyl 2-(3-hydroxyprop-1-yl)thiobenzoate), COC1=CC=C(CCl)C=C1 (4-Methoxybenzyl chloride). Run in C(C)(=O)OCC (ethyl acetate), CN(C=O)C (N,N-dimethylformamide). Run at time 30 minute. Product: COC1=CC=C(C=C1)COCCCC1=C(C(=S)OC)C=CC=C1 (methyl 2-[3-(4-methoxyphenyl)methoxyprop-1-yl]thiobenzoate). The yield is 39.4%. Reaction SMILES: [OH:1][CH2:2][CH2:3][CH2:4][C:5]1[CH:14]=[CH:13][CH:12]=[CH:11][C:6]=1[C:7]([O:9][CH3:10])=[S:8].[H-].[Na+].[CH3:17][O:18][C:19]1[CH:26]=[CH:25][C:22]([CH2:23]Cl)=[CH:21][CH:20]=1>CN(C)C=O.C(OCC)(=O)C>[CH3:17][O:18][C:19]1[CH:26]=[CH:25][C:22]([CH2:23][O:1][CH2:2][CH2:3][CH2:4][C:5]2[CH:14]=[CH:13][CH:12]=[CH:11][C:6]=2[C:7]([O:9][CH3:10])=[S:8])=[CH:21][CH:20]=1 |f:1.2|. Procedure: To an ice bath cooled solution of methyl 2-(3-hydroxyprop-1-yl)thiobenzoate (3.7 g) in N,N-dimethylformamide (30 ml) was added sodium hydride (60% in oil, 719 mg) and the solution was stirred at the same temperature for 30 minutes. 4-Methoxybenzyl chloride (2.56 g) was added to the solution and the mixture was stirred at ambient temperature for 5 hours. The mixture was diluted with ethyl acetate (100 ml) and the solution was washed with water and brine. The organic phase was dried over magnesium... The reactants are N1N=CC(=C1)C(=O)OC (methyl pyrazole-4-carboxylate), C([O-])([O-])=O.[K+].[K+] (potassium carbonate), BrCCCCCCCCCC (1-bromodecane), C(C)(=O)OCC (Ethyl acetate). Solvent: CN(C=O)C (N,N-dimethylformamide). Conditions: time 16 hour. The product is C(CCCCCCCCC)N1N=CC(=C1)C(=O)OC (methyl 1-decylpyrazole-4-carboxylate). The yield is 91.8%. RXN SMILES: [NH:1]1[CH:5]=[C:4]([C:6]([O:8][CH3:9])=[O:7])[CH:3]=[N:2]1.C(=O)([O-])[O-].[K+].[K+].Br[CH2:17][CH2:18][CH2:19][CH2:20][CH2:21][CH2:22][CH2:23][CH2:24][CH2:25][CH3:26].C(OCC)(=O)C>CN(C)C=O>[CH2:17]([N:1]1[CH:5]=[C:4]([C:6]([O:8][CH3:9])=[O:7])[CH:3]=[N:2]1)[CH2:18][CH2:19][CH2:20][CH2:21][CH2:22][CH2:23][CH2:24][CH2:25][CH3:26] |f:1.2.3|. Reported procedure: A solution of methyl pyrazole-4-carboxylate (10 g) in N,N-dimethylformamide (100 ml) was treated with potassium carbonate (10.95 g) and 1-bromodecane (19.31 g) and the mixture was stirred for 16 hours at room temperature. Ethyl acetate was added and the solution was washed with water (6x), dried over magnesium sulfate and the evaporated residue was purified by silica gel chromatography (5:1 hexane-ethyl acetate elution) to give methyl 1-decylpyrazole-4-carboxylate (19.4 g) as a white solid. Starting materials: ClC1=CC(=CC=C1)C(=O)OO (m-chloroperbenzoic acid), BrC=1C=NC=C(C1)Br (3,5-Dibromopyridine), ClC1=CC(=CC=C1)C(=O)OO (m-chloroperbenzoic acid). Run in C(Cl)Cl (methylene chloride). Product: BrC=1C=[N+](C=C(C1)Br)[O-] (3,5-dibromopyridine N-oxide). Reaction SMILES: [Br:1][C:2]1[CH:3]=[N:4][CH:5]=[C:6]([Br:8])[CH:7]=1.ClC1C=CC=C(C(OO)=[O:17])C=1>C(Cl)Cl>[Br:1][C:2]1[CH:3]=[N+:4]([O-:17])[CH:5]=[C:6]([Br:8])[CH:7]=1. Reported procedure: 3,5-Dibromopyridine 2.37 g is dissolved in methylene chloride 25 ml and thereto is added m-chloroperbenzoic acid 2.96 g at room temperature under stirring. After stirring for 5 hours at room temperature, additional m-chloroperbenzoic acid 246 mg is added thereto and the mixture is stirred. After 15 hours the solvent is removed in vacuo and the residue is purified by silica gel chromatography (solvent; n-hexane:ethyl acetate=1:1) to give 3,5-dibromopyridine N-oxide as colorless crystals, 2.26 g. ... The reactants are C(C1=CC=CC=C1)O (benzyl alcohol), C(CCC)[Li] (n-butyl lithium), IC=1SC=CC1 (2-Iodothiophene), N1=CC=CC=C1 (pyridine). Product: C(C1=CC=CC=C1)OC=1SC=CC1 (2-Benzyloxy-thiophene). Reported procedure: To a solution of benzyl alcohol (3.45 mL, 33.3 mmol) in 1,2-dimethoxyethane (80 mL) was added n-butyl lithium (2.6M hexane solution, 13.5 mL, 33.3 mmol) dropwise, which was then stirred for 10 minutes. Copper(I) chloride (5210 mg, 49.45 mmol) was added thereto, followed by stirring for 10 minutes on an ice bath, then, it was stirred for 2.5 hours at room temperature. 2-Iodothiophene (4995 mg, 23.78 mmol) and pyridine 320 mL were further added, and the solution was stirred for 13 hours under refl... RXN SMILES: [CH2:1]([OH:8])[C:2]1[CH:7]=[CH:6][CH:5]=[CH:4][CH:3]=1.C([Li])CCC.I[C:15]1[S:16][CH:17]=[CH:18][CH:19]=1.N1C=CC=CC=1>COCCOC.[Cu]Cl.C(OCC)(=O)C>[CH2:1]([O:8][C:15]1[S:16][CH:17]=[CH:18][CH:19]=1)[C:2]1[CH:7]=[CH:6][CH:5]=[CH:4][CH:3]=1. Run at time 10 minute. Reagents/catalysts: [Cu]Cl (Copper(I) chloride). Solvent: COCCOC (1,2-dimethoxyethane), C(C)(=O)OCC (Ethyl acetate). Isolated yield 9.3%.